Dataset: the Open Reaction Database (ORD), a public repository of structured organic reaction records. Task: describe an organic reaction: reactants, conditions, products, and yield Reactants: OC1=CC=C(C=C)C=C1.C(C)(C)(C)OC(=O)OC1=CC=C(C=C)C=C1 (p-hydroxystyrene p-tert-butoxycarbonyloxystyrene), ( 3 ), ( 2 ), C(C)OC=C (ethylvinyl ether). The product is C(C)OCCOC1=CC=C(C=C)C=C1.OC1=CC=C(C=C)C=C1.C(C)(C)(C)OC(=O)OC1=CC=C(C=C)C=C1 (p-1-ethoxyethoxystyrene p-hydroxystyrene p-tert-butoxycarbonyloxystyrene). Reaction SMILES: [OH:1][C:2]1[CH:9]=[CH:8][C:5]([CH:6]=[CH2:7])=[CH:4][CH:3]=1.[C:10]([O:14][C:15]([O:17][C:18]1[CH:25]=[CH:24][C:21]([CH:22]=[CH2:23])=[CH:20][CH:19]=1)=[O:16])([CH3:13])([CH3:12])[CH3:11].[CH2:26]([O:28][CH:29]=[CH2:30])[CH3:27]>>[CH2:26]([O:28][CH2:29][CH2:30][O:1][C:2]1[CH:9]=[CH:8][C:5]([CH:6]=[CH2:7])=[CH:4][CH:3]=1)[CH3:27].[OH:17][C:18]1[CH:25]=[CH:24][C:21]([CH:22]=[CH2:23])=[CH:20][CH:19]=1.[C:10]([O:14][C:15]([O:1][C:2]1[CH:9]=[CH:8][C:5]([CH:6]=[CH2:7])=[CH:4][CH:3]=1)=[O:16])([CH3:13])([CH3:12])[CH3:11] |f:0.1,3.4.5|. Procedure: Using 11.4 g of poly(p-hydroxystyrene/p-tert-butoxycarbonyloxystyrene) obtained according to (2) above and 2.5 g of ethylvinyl ether, the procedure of (3) of Preparation Example 1 was carried out for reaction and after-treatments to obtain 6.7 g of poly(p-1-ethoxyethoxystyrene/p-hydroxystyrene/p-tert-butoxycarbonyloxystyrene) as white powdery crystal. P-1-ethoxyethoxystyrene unit/p-hydroxystyrene unit/p-tert-butoxycarbonyloxystyrene unit molar ratio in the polymer≈30:64:6 (1H NMR). Mw≈20,000; Mw...